Dataset: the Open Reaction Database (ORD), a public repository of structured organic reaction records. Task: describe an organic reaction: reactants, conditions, products, and yield Reactants: ClC1=C(C=CC(=C1)Cl)C=1N=C(C(=NC1CC)N[C@H]1[C@H](CC2=CC=CC=C12)OCC)CC (5-(2,4-dichlorophenyl)-N-[(1R,2S)-2-ethoxy-2,3-dihydro-1H-inden-1-yl]-3,6-diethylpyrazin-2-amine), IC (iodomethane). Yields the product ClC1=C(C=CC(=C1)Cl)C=1N=C(C(=NC1CC)N[C@H]1[C@H](CC2=CC=CC=C12)OC)CC (5-(2,4-dichlorophenyl)-3,6-diethyl-N-[(1R,2S)-2-methoxy-2,3-dihydro-1H-inden-1-yl]pyrazin-2-amine). RXN SMILES: [Cl:1][C:2]1[CH:7]=[C:6]([Cl:8])[CH:5]=[CH:4][C:3]=1[C:9]1[N:10]=[C:11]([CH2:30][CH3:31])[C:12]([NH:17][C@@H:18]2[C:26]3[C:21](=[CH:22][CH:23]=[CH:24][CH:25]=3)[CH2:20][C@@H:19]2[O:27][CH2:28]C)=[N:13][C:14]=1[CH2:15][CH3:16].IC>>[Cl:1][C:2]1[CH:7]=[C:6]([Cl:8])[CH:5]=[CH:4][C:3]=1[C:9]1[N:10]=[C:11]([CH2:30][CH3:31])[C:12]([NH:17][C@@H:18]2[C:26]3[C:21](=[CH:22][CH:23]=[CH:24][CH:25]=3)[CH2:20][C@@H:19]2[O:27][CH3:28])=[N:13][C:14]=1[CH2:15][CH3:16]. Procedure details: Following the procedure for the preparation of 5-(2,4-dichlorophenyl)-N-[(1R,2S)-2-ethoxy-2,3-dihydro-1H-inden-1-yl]-3,6-diethylpyrazin-2-amine but substituting iodomethane provided the title compound as colorless syrup. OAMS supporting ions at: ESI+ 442.0; MS (EI) m/z 441 (M+); HRMS (FAB) calcd for C24H25CL2N3O+H1 442.14, found 442.1456.